describe an organic reaction: reactants, conditions, products, and yield From a dataset of the Open Reaction Database (ORD), a public repository of structured organic reaction records. The reactants are COc1cc(OC)cc(C(=O)O)c1, Cc1cccc(-c2sc(C)nc2C(=O)N2CC3CC3C2CN)c1. The product is COc1cc(OC)cc(C(=O)NCC2C3CC3CN2C(=O)c2nc(C)sc2-c2cccc(C)c2)c1. Reaction SMILES: [CH3:24][O:25][c:26]1[cH:27][c:28]([C:29](=[O:30])[OH:31])[cH:32][c:33]([O:35][CH3:36])[cH:34]1.[NH2:1][CH2:2][CH:3]1[CH:4]2[CH2:5][CH:6]2[CH2:7][N:8]1[C:9](=[O:10])[c:11]1[n:12][c:13]([CH3:23])[s:14][c:15]1-[c:16]1[cH:17][c:18]([CH3:22])[cH:19][cH:20][cH:21]1>>[NH:1]([CH2:2][CH:3]1[CH:4]2[CH2:5][CH:6]2[CH2:7][N:8]1[C:9](=[O:10])[c:11]1[n:12][c:13]([CH3:23])[s:14][c:15]1-[c:16]1[cH:17][c:18]([CH3:22])[cH:19][cH:20][cH:21]1)[C:29]([c:28]1[cH:27][c:26]([O:25][CH3:24])[cH:34][c:33]([O:35][CH3:36])[cH:32]1)=[O:30].